From a dataset of the Open Reaction Database (ORD), a public repository of structured organic reaction records. describe an organic reaction: reactants, conditions, products, and yield Starting materials: CC(C)(C)OC(=O)NC1Cc2ccc(Br)cc2C1, [C-]#N, [C-]#N, CN(C)C=O, O, [Zn+2]. Yields the product CC(C)(C)OC(=O)NC1Cc2ccc(C#N)cc2C1. Reaction SMILES: [Br:1][c:2]1[cH:3][c:4]2[c:8]([cH:9][cH:10]1)[CH2:7][CH:6]([NH:11][C:12]([O:13][C:14]([CH3:15])([CH3:16])[CH3:17])=[O:18])[CH2:5]2.[C-:25]#[N:26].[C-:28]#[N:29].[CH3:20][N:21]([CH3:22])[CH:23]=[O:24].[OH2:19].[Zn+2:27]>>[c:2]1([C:20]#[N:21])[cH:3][c:4]2[c:8]([cH:9][cH:10]1)[CH2:7][CH:6]([NH:11][C:12]([O:13][C:14]([CH3:15])([CH3:16])[CH3:17])=[O:18])[CH2:5]2. Reactants: FC=1C(=C(C(=C(C1F)F)F)CBr)CBr (3,4,5,6-tetrafluoro-1,2-bis(bromomethyl)benzene), N[C@@H](C(C)C)C(=O)O (valine), C([O-])([O-])=O.[K+].[K+] (potassium carbonate), C1CCOC1.CN(C)P(=O)(N(C)C)N(C)C (THF HMPT). The solvent is [OH-].[K+] (KOH). Run at time 24 hour. Product: FC1=C2CN(CC2=C(C(=C1F)F)F)C(C(=O)O)C(C)C (2-(4,5,6,7-tetrafluoro-2-isoindolinyl)-3-methylbutanoic acid). Reaction SMILES: [F:1][C:2]1[C:3]([CH2:13]Br)=[C:4]([CH2:11]Br)[C:5]([F:10])=[C:6]([F:9])[C:7]=1[F:8].[NH2:15][C@H:16]([C:20]([OH:22])=[O:21])[CH:17]([CH3:19])[CH3:18].C(=O)([O-])[O-].[K+].[K+].C1COCC1.CN(P(N(C)C)(N(C)C)=O)C>[OH-].[K+]>[F:1][C:2]1[C:7]([F:8])=[C:6]([F:9])[C:5]([F:10])=[C:4]2[C:3]=1[CH2:13][N:15]([CH:16]([CH:17]([CH3:19])[CH3:18])[C:20]([OH:22])=[O:21])[CH2:11]2 |f:2.3.4,5.6,7.8|. Reported procedure: A mixture of 3,4,5,6-tetrafluoro-1,2-bis(bromomethyl)benzene (3 g, 9 mmol), valine (1 g, 9 mmol), potassium carbonate (2.8 g) and 25 ml THF/HMPT (1:1) is stirred for about 24 hours at RT (the reaction is followed by TLC). The reaction mixture is then diluted with 100 ml aqueous 10% KOH and extracted three times with ether. The aqueous phase is acidified to about pH 3 with aqueous HCl and extracted thoroughly with ether. The organic layer is washed with water, dried and solvent removed under vacu... Procedure: To a solution of 5-allyl-5-(4-bromophenyl)-5H-imidazo[2,1-a]isoindole (150 mg) in acetone (5.5 mL) was added water (1 mL) followed by NMO (60 mg) and OsO4 (0.536 mL, 2.5% in tert-BuOH). After stirring at room temperature for 24 h, 100 mg NMO and 0.1 mL OsO4 solution were added. After 9 h 0.1 mL more OsO4 solution was added and stirred at room temperature over the weekend. The reaction was then quenched with 1:1 aqueous saturated NaHCO3:Na2SO3 and partitioned between aqueous saturated NaHCO3 and ... Reaction conditions: time 24 hour. The reagents and catalysts are O=[Os](=O)(=O)=O (OsO4), O=[Os](=O)(=O)=O (OsO4), O=[Os](=O)(=O)=O (OsO4). The reactants are C(C=C)C1(N2C(C3=CC=CC=C13)=NC=C2)C2=CC=C(C=C2)Br (5-allyl-5-(4-bromophenyl)-5H-imidazo[2,1-a]isoindole), O (water), C[N+]1(CCOCC1)[O-] (NMO), C[N+]1(CCOCC1)[O-] (NMO). Solvent: CC(=O)C (acetone). Product: BrC1=CC=C(C=C1)C1(N2C(C3=CC=CC=C13)=NC=C2)CC(CO)O (3-[5-(4-bromophenyl)-5H-imidazo[2,1-a]isoindol-5-yl]propane-1,2-diol). As a reaction SMILES: [CH2:1]([C:4]1([C:16]2[CH:21]=[CH:20][C:19]([Br:22])=[CH:18][CH:17]=2)[C:12]2[C:7](=[CH:8][CH:9]=[CH:10][CH:11]=2)[C:6]2=[N:13][CH:14]=[CH:15][N:5]12)[CH:2]=[CH2:3].[OH2:23].C[N+]1([O-])CC[O:28]CC1>CC(C)=O.O=[Os](=O)(=O)=O>[Br:22][C:19]1[CH:18]=[CH:17][C:16]([C:4]2([CH2:1][CH:2]([OH:28])[CH2:3][OH:23])[C:12]3[C:7](=[CH:8][CH:9]=[CH:10][CH:11]=3)[C:6]3=[N:13][CH:14]=[CH:15][N:5]23)=[CH:21][CH:20]=1. The reactants are CC1(C)CCNc2cc(NC(=O)c3cccnc3F)ccc21, CN1CCCC1=O, CCN(C(C)C)C(C)C, NCc1ccnc2[nH]ncc12. The product is CC1(C)CCNc2cc(NC(=O)c3cccnc3NCc3ccnc4[nH]ncc34)ccc21. Reaction SMILES: [CH3:1][C:2]1([CH3:22])[CH2:3][CH2:4][NH:5][c:6]2[cH:7][c:8]([NH:12][C:13]([c:14]3[c:15]([F:20])[n:16][cH:17][cH:18][cH:19]3)=[O:21])[cH:9][cH:10][c:11]21.[CH3:43][N:44]1[CH2:45][CH2:46][CH2:47][C:48]1=[O:49].[CH:34]([N:35]([CH2:36][CH3:37])[CH:38]([CH3:39])[CH3:40])([CH3:41])[CH3:42].[nH:23]1[n:24][cH:25][c:26]2[c:27]1[n:28][cH:29][cH:30][c:31]2[CH2:32][NH2:33]>>[CH3:1][C:2]1([CH3:22])[CH2:3][CH2:4][NH:5][c:6]2[cH:7][c:8]([NH:12][C:13]([c:14]3[c:15]([NH:33][CH2:32][c:31]4[c:26]5[cH:25][n:24][nH:23][c:27]5[n:28][cH:29][cH:30]4)[n:16][cH:17][cH:18][cH:19]3)=[O:21])[cH:9][cH:10][c:11]21. The reactants are O=C([O-])[O-], O=[N+]([O-])c1ccc(Cl)c(Cl)c1, [K+], [K+], CN(C)C=O, O=C(O)c1cccc(O)c1. Yields the product O=C(O)c1cccc(Oc2ccc([N+](=O)[O-])cc2Cl)c1. RXN SMILES: [C:22](=[O:23])([O-:24])[O-:25].[Cl:11][c:12]1[cH:13][c:14]([N+:19](=[O:20])[O-:21])[cH:15][cH:16][c:17]1[Cl:18].[K+:26].[K+:27].[O:28]=[CH:29][N:30]([CH3:31])[CH3:32].[OH:1][C:2](=[O:3])[c:4]1[cH:5][cH:6][cH:7][c:8]([OH:9])[cH:10]1>>[OH:1][C:2](=[O:3])[c:4]1[cH:5][cH:6][cH:7][c:8]([O:9][c:17]2[c:12]([Cl:11])[cH:13][c:14]([N+:19](=[O:20])[O-:21])[cH:15][cH:16]2)[cH:10]1. The reactants are [BH4-], Cc1ccc2c(c1)Nc1c(cnn1C)CN2C(=O)c1ccc(C#N)c(C)c1, CO, [Cl-], Cl[Co]Cl, [NH4+], [Na+], O, O, O, O, O, O. Yields the product Cc1ccc2c(c1)Nc1c(cnn1C)CN2C(=O)c1ccc(CN)c(C)c1. Reaction SMILES: [BH4-:28].[CH3:1][n:2]1[n:3][cH:4][c:5]2[c:11]1[NH:10][c:9]1[c:8]([cH:15][cH:14][c:13]([CH3:16])[cH:12]1)[N:7]([C:17](=[O:18])[c:19]1[cH:20][c:21]([CH3:27])[c:22]([C:23]#[N:24])[cH:25][cH:26]1)[CH2:6]2.[CH3:32][OH:33].[Cl-:30].[Co:40]([Cl:41])[Cl:42].[NH4+:31].[Na+:29].[OH2:34].[OH2:35].[OH2:36].[OH2:37].[OH2:38].[OH2:39]>>[CH3:1][n:2]1[n:3][cH:4][c:5]2[c:11]1[NH:10][c:9]1[c:8]([cH:15][cH:14][c:13]([CH3:16])[cH:12]1)[N:7]([C:17](=[O:18])[c:19]1[cH:20][c:21]([CH3:27])[c:22]([CH2:23][NH2:24])[cH:25][cH:26]1)[CH2:6]2. Reactants: O=C(O)c1cc2cc(C(F)(F)F)ccc2o1, C1CCN(CC2CCCN2)CC1. Yields the product O=C(c1cc2cc(C(F)(F)F)ccc2o1)N1CCCC1CN1CCCCC1. Reaction SMILES: [F:1][C:2]([c:3]1[cH:4][cH:5][c:6]2[c:7]([cH:8][c:9]([C:11](=[O:12])[OH:13])[o:10]2)[cH:14]1)([F:15])[F:16].[NH:17]1[CH:18]([CH2:22][N:23]2[CH2:24][CH2:25][CH2:26][CH2:27][CH2:28]2)[CH2:19][CH2:20][CH2:21]1>>[F:1][C:2]([c:3]1[cH:4][cH:5][c:6]2[c:7]([cH:8][c:9]([C:11](=[O:13])[N:17]3[CH:18]([CH2:22][N:23]4[CH2:24][CH2:25][CH2:26][CH2:27][CH2:28]4)[CH2:19][CH2:20][CH2:21]3)[o:10]2)[cH:14]1)([F:15])[F:16].